Dataset: the Open Reaction Database (ORD), a public repository of structured organic reaction records. Task: describe an organic reaction: reactants, conditions, products, and yield The reactants are N1C(OC(C2=C1C=CC=C2)=O)=O (2H-3,1-benzoxazine-2,4(1H)-dione), O1C(=CC=C1)CN1C(=NC2=C1C=CC=C2)CC2CCN(CC2)CCN (4-[[1-(2-furanylmethyl)-1H-benzimidazol-2-yl]methyl]-1-piperidineethanamine). The solvent is CN(C=O)C (N,N-dimethylformamide). Conditions: time 4 hour. Yields the product 10, NC1=C(C(=O)NCCN2CCC(CC2)CC2=NC3=C(N2CC=2OC=CC2)C=CC=C3)C=CC=C1 (2-amino-N-[2-[4-[[1-(2-furanylmethyl)-1H-benzimidazol-2-yl]methyl]-1-piperidinyl]ethyl]benzamide). The yield is 73.0%. Reaction SMILES: [NH:1]1[C:6]2[CH:7]=[CH:8][CH:9]=[CH:10][C:5]=2[C:4](=[O:11])OC1=O.[O:13]1[CH:17]=[CH:16][CH:15]=[C:14]1[CH2:18][N:19]1[C:23]2[CH:24]=[CH:25][CH:26]=[CH:27][C:22]=2[N:21]=[C:20]1[CH2:28][CH:29]1[CH2:34][CH2:33][N:32]([CH2:35][CH2:36][NH2:37])[CH2:31][CH2:30]1>CN(C)C=O>[NH2:1][C:6]1[CH:7]=[CH:8][CH:9]=[CH:10][C:5]=1[C:4]([NH:37][CH2:36][CH2:35][N:32]1[CH2:33][CH2:34][CH:29]([CH2:28][C:20]2[N:19]([CH2:18][C:14]3[O:13][CH:17]=[CH:16][CH:15]=3)[C:23]3[CH:24]=[CH:25][CH:26]=[CH:27][C:22]=3[N:21]=2)[CH2:30][CH2:31]1)=[O:11]. Procedure: To a stirred mixture of 4.9 parts of 2H-3,1-benzoxazine-2,4(1H)-dione and 45 parts of N,N-dimethylformamide were added dropwise 10.15 parts of 4-[[1-(2-furanylmethyl)-1H-benzimidazol-2-yl]methyl]-1-piperidineethanamine and 45 parts of C at 50° C. Upon completion, stirring was continued for 4 hours at 70° C. After cooling, the reaction mixture was evaporated. The residue was purified by column chromatography over silica gel using a mixture of trichloromethane and methanol, saturated with ammonia,...